Dataset: the Open Reaction Database (ORD), a public repository of structured organic reaction records. Task: describe an organic reaction: reactants, conditions, products, and yield Starting materials: BrC1=CC=CC=2NCC(OC21)(C)C (8-bromo-2,2-dimethyl-3,4-dihydro-2H-benzo[1,4]oxazine), FC1=C(C=CC=C1)S(=O)(=O)Cl (2-fluorobenzenesulfonyl chloride), BrC1=CC=CC=2NC(C(OC21)(C)C)=O (8-bromo-2,2-dimethyl-4H-benzo[1,4]oxazin-3-one), NC1=C(C(=CC=C1)Br)O (2-amino-6-bromophenol), BrC(C(=O)Br)(C)C (2-bromo-2-methylproprionyl bromide). Yields the product BrC1=CC=CC=2N(CC(OC21)(C)C)S(=O)(=O)C2=C(C=CC=C2)F (8-bromo-4-(2-fluorobenzenesulfonyl)-2,2-dimethyl-3,4-dihydro-2H-benzo[1,4]oxazine). Reaction SMILES: [Br:1][C:2]1[C:11]2[O:10][C:9]([CH3:13])([CH3:12])[CH2:8][NH:7][C:6]=2[CH:5]=[CH:4][CH:3]=1.BrC1C2OC(C)(C)C(=O)NC=2C=CC=1.NC1C=CC=C(Br)C=1O.BrC(C)(C)C(Br)=O.[F:44][C:45]1[CH:50]=[CH:49][CH:48]=[CH:47][C:46]=1[S:51](Cl)(=[O:53])=[O:52]>>[Br:1][C:2]1[C:11]2[O:10][C:9]([CH3:13])([CH3:12])[CH2:8][N:7]([S:51]([C:46]3[CH:47]=[CH:48][CH:49]=[CH:50][C:45]=3[F:44])(=[O:53])=[O:52])[C:6]=2[CH:5]=[CH:4][CH:3]=1. Procedure details: Using the above procedure, but starting with 8-bromo-2,2-dimethyl-3,4-dihydro-2H-benzo[1,4]oxazine (prepared by reducing 8-bromo-2,2-dimethyl-4H-benzo[1,4]oxazin-3-one, which in turn was prepared from 2-amino-6-bromophenol and 2-bromo-2-methylproprionyl bromide via the procedure described by Van Hes et al., WO 01/14330) and 2-fluorobenzenesulfonyl chloride, 8-bromo-4-(2-fluorobenzenesulfonyl)-2,2-dimethyl-3,4-dihydro-2H-benzo[1,4]oxazine was obtained as a white solid. MP.: 108.0-110.1°.